From a dataset of the Open Reaction Database (ORD), a public repository of structured organic reaction records. describe an organic reaction: reactants, conditions, products, and yield Starting materials: Oc1ccc(Br)cc1, C=CC(=O)Cl, [H-], [Na+], C1CCOC1, O. Yields the product C=CC(=O)Oc1ccc(Br)cc1. RXN SMILES: [Br:1][c:2]1[cH:3][cH:4][c:5]([OH:8])[cH:6][cH:7]1.[C:11]([CH:12]=[CH2:13])(=[O:14])[Cl:15].[H-:9].[Na+:10].[O:17]1[CH2:18][CH2:19][CH2:20][CH2:21]1.[OH2:16]>>[Br:1][c:2]1[cH:3][cH:4][c:5]([O:8][C:11]([CH:12]=[CH2:13])=[O:14])[cH:6][cH:7]1. Reactants: ClC1=C(CN2C3=CC=CC=C3C=3C=C(N=CC23)CO)C=C(C=C1)Cl ([9-(2,5-dichlorobenzyl)-9H-β-carbolin-3-yl]methanol), S(=O)(Cl)Cl (thionyl chloride). Run in C(Cl)Cl (CH2Cl2), C(C)O (ethanol). Yields the product Cl.ClCC=1N=CC=2N(C3=CC=CC=C3C2C1)CC1=C(C=CC(=C1)Cl)Cl (3-chloromethyl-9-(2,5-dichlorobenzyl)-9H-β-carboline hydrochloride). Yield: 167.9%. Reaction SMILES: [Cl:1][C:2]1[CH:23]=[CH:22][C:21]([Cl:24])=[CH:20][C:3]=1[CH2:4][N:5]1[C:17]2[CH:16]=[N:15][C:14]([CH2:18]O)=[CH:13][C:12]=2[C:11]2[C:6]1=[CH:7][CH:8]=[CH:9][CH:10]=2.S(Cl)([Cl:27])=O>C(Cl)Cl.C(O)C>[ClH:1].[Cl:27][CH2:18][C:14]1[N:15]=[CH:16][C:17]2[N:5]([CH2:4][C:3]3[CH:20]=[C:21]([Cl:24])[CH:22]=[CH:23][C:2]=3[Cl:1])[C:6]3[C:11]([C:12]=2[CH:13]=1)=[CH:10][CH:9]=[CH:8][CH:7]=3 |f:4.5|. Procedure: A solution of [9-(2,5-dichlorobenzyl)-9H-β-carbolin-3-yl]methanol (7.14 g, 20 mmol) in anhydrous CH2Cl2 (100 mL) was cooled to 0° C. under nitrogen atmosphere, and thionyl chloride (2.5 g, 20.8 mmol) was added dropwise with stirring. The solution was allowed to warm to room temperature and stirred for another 15 hours. The reaction mixture was diluted with anhydrous ethanol (50 mL) and concentrated on a rotary evaporator to give a pale-yellow solid. The crude material was crystallized by additio...